This data is from the Open Reaction Database (ORD), a public repository of structured organic reaction records. The task is: describe an organic reaction: reactants, conditions, products, and yield The reactants are C(=O)(O)C1=CC=CC=2C(C3=C(CCC21)C=CC=C3)=O (1-carboxy-10,11-dihydro-5H-dibenzo[a,d]cyclohepten-5-one), C(C(=O)Cl)(=O)Cl (oxalyl chloride). Run in C1=CC=CC=C1 (benzene). Product: C(C)(=O)C1=CC=CC=2C(C3=C(CCC21)C=CC=C3)=O (1-acetyl-10,11-dihydro-5H-dibenzo[a,d]cyclohepten-5-one). Reaction SMILES: [C:1]([C:4]1[C:14]2[CH2:13][CH2:12][C:11]3[CH:15]=[CH:16][CH:17]=[CH:18][C:10]=3[C:9](=[O:19])[C:8]=2[CH:7]=[CH:6][CH:5]=1)([OH:3])=O.[C:20](Cl)(=O)C(Cl)=O>C1C=CC=CC=1>[C:1]([C:4]1[C:14]2[CH2:13][CH2:12][C:11]3[CH:15]=[CH:16][CH:17]=[CH:18][C:10]=3[C:9](=[O:19])[C:8]=2[CH:7]=[CH:6][CH:5]=1)(=[O:3])[CH3:20]. Reported procedure: 25 g. of 1-carboxy-10,11-dihydro-5H-dibenzo[a,d]cyclohepten-5-one in 250 ml. of benzene are heated with 20 g. of oxalyl chloride for 2 hours at reflux and subsequently concentrated under reduced pressure. The resulting crystalline 1-chlorocarbonyl-10,11-dihydro-5H-dibenzo[a,d]cyclohepten-5-one is dissolved in 200 ml. of benzene and then it is added dropwise to a solution of the magnesium salt of diethyl malonate (about 50 g. in 500 ml. of ether) over a period of about 5 minutes and heated at ref... Isolated yield 75.3%. Procedure details: A mixture of 1-benzyl-4-hydroxy-2-oxo-1,2-dihydro-pyrrolo[1,2-b]pyridazine-3-carboxylic acid ethyl ester (78 mg, 0.249 mmol) and sodium glycinate (122 mg, 1.25 mmol) in 2-methoxyethanol (5 mL) was refluxed for 20 h; subsequently, the reaction was cooled and solvent was removed by rotovaping; the residue was dissolved in water and then acidified with 2 M HCl solution; the precipitates were collected via filtration, washed with water and vacuum dried at 50° C. to give the desired product (64 mg) a... The solvent is COCCO (2-methoxyethanol). The product is C(C1=CC=CC=C1)N1N2C(C(=C(C1=O)C(=O)NCC(=O)O)O)=CC=C2 ([(1-Benzyl-4-hydroxy-2-oxo-1,2-dihydro-pyrrolo[1,2-b]pyridazine-3-carbonyl)-amino]-acetic acid). Reaction SMILES: C(O[C:4]([C:6]1[C:11](=[O:12])[N:10]([CH2:13][C:14]2[CH:19]=[CH:18][CH:17]=[CH:16][CH:15]=2)[N:9]2[CH:20]=[CH:21][CH:22]=[C:8]2[C:7]=1[OH:23])=[O:5])C.[NH2:24][CH2:25][C:26]([O-:28])=[O:27].[Na+]>COCCO>[CH2:13]([N:10]1[C:11](=[O:12])[C:6]([C:4]([NH:24][CH2:25][C:26]([OH:28])=[O:27])=[O:5])=[C:7]([OH:23])[C:8]2=[CH:22][CH:21]=[CH:20][N:9]12)[C:14]1[CH:19]=[CH:18][CH:17]=[CH:16][CH:15]=1 |f:1.2|. The reactants are C(C)OC(=O)C1=C(C=2N(N(C1=O)CC1=CC=CC=C1)C=CC2)O (1-benzyl-4-hydroxy-2-oxo-1,2-dihydro-pyrrolo[1,2-b]pyridazine-3-carboxylic acid ethyl ester), NCC(=O)[O-].[Na+] (sodium glycinate).